Dataset: the Open Reaction Database (ORD), a public repository of structured organic reaction records. Task: describe an organic reaction: reactants, conditions, products, and yield Product: NC=1C(=NC(=C(N1)N)Cl)C(=O)O (3,5-diamino-6-chloropyrazine-2-carboxylic acid). Starting materials: NC=1C(=NC(=C(N1)N)Cl)NC(=O)OC (methyl 3,5-diamino-6-chloropyrazine-2-carbamate), [Li+].[OH-] (LiOH), C1CCOC1.CO (THF MeOH), Cl (HCl). The yield is 93.0%. Reported procedure: To a solution of methyl 3,5-diamino-6-chloropyrazine-2-carbamate (5 g, 0.025 mols) in 2:1 THF/MeOH (90 mL) was added 1M LiOH (62 mL, 0.062 mols). After the reaction was stirred at r.t. 72 hrs, 1N HCl (62 mL, 0.062 mols) was added. The reaction was filtered and washed with water (3×10 mL) to give 3,5-diamino-6-chloropyrazine-2-carboxylic acid as white solid 4.3 g (93% yield). LCMS (m/z): 189.1 (MH+); LC Rt=1.05 min. Reaction SMILES: [NH2:1][C:2]1[C:3](NC(OC)=O)=[N:4][C:5]([Cl:9])=[C:6]([NH2:8])[N:7]=1.[Li+].[OH-:16].Cl.C1[CH2:22][O:21]CC1.CO>>[NH2:1][C:2]1[C:3]([C:22]([OH:21])=[O:16])=[N:4][C:5]([Cl:9])=[C:6]([NH2:8])[N:7]=1 |f:1.2,4.5|. Reactants: CN(CCO)Cc1ccc(Cl)cc1, CN(C)Cc1cc(C#N)ccc1O. Yields the product CN(C)Cc1cc(C#N)ccc1OCCN(C)Cc1ccc(Cl)cc1. As a reaction SMILES: [Cl:14][c:15]1[cH:16][cH:17][c:18]([CH2:19][N:20]([CH2:21][CH2:22][OH:23])[CH3:24])[cH:25][cH:26]1.[OH:1][c:2]1[c:3]([CH2:10][N:11]([CH3:12])[CH3:13])[cH:4][c:5]([C:6]#[N:7])[cH:8][cH:9]1>>[O:1]([c:2]1[c:3]([CH2:10][N:11]([CH3:12])[CH3:13])[cH:4][c:5]([C:6]#[N:7])[cH:8][cH:9]1)[CH2:22][CH2:21][N:20]([CH2:19][c:18]1[cH:17][cH:16][c:15]([Cl:14])[cH:26][cH:25]1)[CH3:24].